Dataset: the Open Reaction Database (ORD), a public repository of structured organic reaction records. Task: describe an organic reaction: reactants, conditions, products, and yield The reactants are CCO, CCOC(=O)c1cccc(OCCC2CCN(C(=O)NC(C)C)CC2)c1, [Na+], [OH-]. Yields the product CC(C)NC(=O)N1CCC(CCOc2cccc(C(=O)O)c2)CC1. Reaction SMILES: [CH3:29][CH2:30][OH:31].[CH:1]([CH3:2])([CH3:3])[NH:4][C:5](=[O:6])[N:7]1[CH2:8][CH2:9][CH:10]([CH2:13][CH2:14][O:15][c:16]2[cH:17][c:18]([C:19](=[O:20])[O:21][CH2:22][CH3:23])[cH:24][cH:25][cH:26]2)[CH2:11][CH2:12]1.[Na+:28].[OH-:27]>>[CH:1]([CH3:2])([CH3:3])[NH:4][C:5](=[O:6])[N:7]1[CH2:8][CH2:9][CH:10]([CH2:13][CH2:14][O:15][c:16]2[cH:17][c:18]([C:19](=[O:20])[OH:21])[cH:24][cH:25][cH:26]2)[CH2:11][CH2:12]1. Procedure details: A mixture of methyl 6-methyl-2,4-dioxocyclohexane-1-carboxylate, 7a (5.52 g, 30 mmole) and 2-aminothiophenol, 6 (X=H, 3.75 g, 30 mmole), in DMSO (10 mL) is placed in a preheated heating mantle. The reaction mixture is stirred and refluxed for 0.5 h. Upon cooling, the reaction mixture forms a solid. The crystals are filtered and the remaining mother liquid is poured into cold water, whereupon further precipitation occurs. Each precipitate is separately recrystallized twice from MeOH and proves to... Reactants: CC1CC(CC(C1C(=O)OC)=O)=O (methyl 6-methyl-2,4-dioxocyclohexane-1-carboxylate), CC1CC(CC(C1C(=O)OC)=O)=O (Methyl 6-methyl-2,4-dioxo-cyclohexane carboxylate), NC1=C(C=CC=C1)S (2-aminothiophenol). Reaction SMILES: [CH3:1][CH:2]1[CH:7]([C:8]([O:10][CH3:11])=[O:9])[C:6](=[O:12])[CH2:5][C:4](=O)[CH2:3]1.[NH2:14][C:15]1[CH:20]=[CH:19][CH:18]=[CH:17][C:16]=1[SH:21]>CS(C)=O>[C:8]([CH:7]1[C:6](=[O:12])[C:5]2[S:21][C:16]3[C:15](=[CH:20][CH:19]=[CH:18][CH:17]=3)[NH:14][C:4]=2[CH2:3][CH:2]1[CH3:1])([O:10][CH3:11])=[O:9]. The solvent is CS(=O)C (DMSO). Yields the product C(=O)(OC)C1C(CC=2NC3=CC=CC=C3SC2C1=O)C (3-Carbomethoxy-2-methyl-2,3-dihydro-1H-phenothiazin-4[10H] -one). Reactants: C(C1=CC=CC=C1)[C@H]1N(C(OC1)=O)C(\C=C\C1=NC=C(C=C1)F)=O ((4R)-4-benzyl-3-[(2E)-3-(5-fluoropyridin-2-yl)prop-2-enoyl]-1,3-oxazolidin-2-one), COCN(C[Si](C)(C)C)CC1=CC=CC=C1 (N-(methoxymethyl)-N-(trimethylsilylmethyl)benzylamine), FC(C(=O)O)(F)F (trifluoroacetic acid). Run in ClCCl (dichloromethane), O (water). Conditions: time 18 hour. Product: C(C1=CC=CC=C1)[C@H]1N(C(OC1)=O)C(=O)[C@@H]1CN(C[C@H]1C1=NC=C(C=C1)F)CC1=CC=CC=C1 ((4R)-4-benzyl-3-{[(3S,4S)-1-benzyl-4-(5-fluoropyridin-2-yl)pyrrolidin-3-yl]carbonyl}-1,3-oxazolidin-2-one), C(C1=CC=CC=C1)[C@H]1N(C(OC1)=O)C(=O)[C@H]1CN(C[C@@H]1C1=NC=C(C=C1)F)CC1=CC=CC=C1 ((4R)-4-benzyl-3-{[(3R,4R)-1-benzyl-4-(5-fluoropyridin-2-yl)pyrrolidin-3-yl]carbonyl}-1,3-oxazolidin-2-one). Reaction SMILES: [CH2:1]([C@@H:8]1[CH2:12][O:11][C:10](=[O:13])[N:9]1[C:14](=[O:24])/[CH:15]=[CH:16]/[C:17]1[CH:22]=[CH:21][C:20]([F:23])=[CH:19][N:18]=1)[C:2]1[CH:7]=[CH:6][CH:5]=[CH:4][CH:3]=1.CO[CH2:27][N:28]([CH2:34][C:35]1[CH:40]=[CH:39][CH:38]=[CH:37][CH:36]=1)[CH2:29][Si](C)(C)C.FC(F)(F)C(O)=O>ClCCl.O>[CH2:1]([C@@H:8]1[CH2:12][O:11][C:10](=[O:13])[N:9]1[C:14]([C@H:15]1[C@H:16]([C:17]2[CH:22]=[CH:21][C:20]([F:23])=[CH:19][N:18]=2)[CH2:29][N:28]([CH2:34][C:35]2[CH:40]=[CH:39][CH:38]=[CH:37][CH:36]=2)[CH2:27]1)=[O:24])[C:2]1[CH:7]=[CH:6][CH:5]=[CH:4][CH:3]=1.[CH2:1]([C@@H:8]1[CH2:12][O:11][C:10](=[O:13])[N:9]1[C:14]([C@@H:15]1[C@@H:16]([C:17]2[CH:22]=[CH:21][C:20]([F:23])=[CH:19][N:18]=2)[CH2:29][N:28]([CH2:34][C:35]2[CH:40]=[CH:39][CH:38]=[CH:37][CH:36]=2)[CH2:27]1)=[O:24])[C:2]1[CH:7]=[CH:6][CH:5]=[CH:4][CH:3]=1. Procedure: To a solution of the compound (8.26 g) obtained in step 4 in dichloromethane (100 mL) were added at room temperature N-(methoxymethyl)-N-(trimethylsilylmethyl)benzylamine (9.6 g) and trifluoroacetic acid (0.58 g), and the mixture was stirred at 18 hr. The mixture was diluted with water (200 mL), extracted with dichloromethane (2×200 mL), dried and concentrated under reduced pressure. The residue was separated and purified by silica gel column chromatography (25% ethyl acetate/hexane) to give (4R...